Dataset: the Open Reaction Database (ORD), a public repository of structured organic reaction records. Task: describe an organic reaction: reactants, conditions, products, and yield Reactants: C([O-])(O)=O.[Na+] (sodium bicarbonate), C1(CC1)ON=C(C(=O)N[C@H]1[C@@H]2N(C(=C(CS2)CS\C=C/C=2C=NC=CC2)C(=O)OC(C2=CC=CC=C2)C2=CC=CC=C2)C1=O)C=1N=C(SC1)NC=O (benzhydryl 7β-[2-cyclopropyloxyimino-2-(2-formamidothiazol-4-yl)acetamido]-3-[(Z)-2-(3-pyridyl)vinylthiomethyl]-3-cephem-4-carboxylate), Cl (hydrochloric acid), C(C)(=O)OCC (ethyl acetate), ice water. The solvent is CO (methanol). Reaction conditions: temperature 35 celsius. Yields the product NC=1SC=C(N1)C(C(=O)N[C@H]1[C@@H]2N(C(=C(CS2)CS\C=C/C=2C=NC=CC2)C(=O)OC(C2=CC=CC=C2)C2=CC=CC=C2)C1=O)=NOC1CC1 (benzhydryl 7β-[2-(2-aminothiazol-4-yl)-2-(cyclopropyloxyimino)acetamido]-3-[(Z)-2-(3-pyridyl)vinylthiomethyl]-3-cephem-4-carboxylate). Isolated yield 63.4%. RXN SMILES: [CH:1]1([O:4][N:5]=[C:6]([C:45]2[N:46]=[C:47]([NH:50]C=O)[S:48][CH:49]=2)[C:7]([NH:9][C@@H:10]2[C:43](=[O:44])[N:12]3[C:13]([C:27]([O:29][CH:30]([C:37]4[CH:42]=[CH:41][CH:40]=[CH:39][CH:38]=4)[C:31]4[CH:36]=[CH:35][CH:34]=[CH:33][CH:32]=4)=[O:28])=[C:14]([CH2:17][S:18]/[CH:19]=[CH:20]\[C:21]4[CH:22]=[N:23][CH:24]=[CH:25][CH:26]=4)[CH2:15][S:16][C@H:11]23)=[O:8])[CH2:3][CH2:2]1.Cl.C(OCC)(=O)C.C(=O)(O)[O-].[Na+]>CO>[NH2:50][C:47]1[S:48][CH:49]=[C:45]([C:6](=[N:5][O:4][CH:1]2[CH2:3][CH2:2]2)[C:7]([NH:9][C@@H:10]2[C:43](=[O:44])[N:12]3[C:13]([C:27]([O:29][CH:30]([C:37]4[CH:42]=[CH:41][CH:40]=[CH:39][CH:38]=4)[C:31]4[CH:32]=[CH:33][CH:34]=[CH:35][CH:36]=4)=[O:28])=[C:14]([CH2:17][S:18]/[CH:19]=[CH:20]\[C:21]4[CH:22]=[N:23][CH:24]=[CH:25][CH:26]=4)[CH2:15][S:16][C@H:11]23)=[O:8])[N:46]=1 |f:3.4|. Procedure details: To a suspension of benzhydryl 7β-[2-cyclopropyloxyimino-2-(2-formamidothiazol-4-yl)acetamido]-3-[(Z)-2-(3-pyridyl)vinylthiomethyl]-3-cephem-4-carboxylate (syn isomer) (1.32 g) in methanol (30 ml) was added concentrated hydrochloric acid (0.44 ml) and the mixture was stirred at 35° C. for an hour. The mixture was poured into a mixture of ethyl acetate and ice-water and adjusted to pH 7 with saturated aqueous solution of sodium bicarbonate. The organic layer was separated, washed with saturated aq... Starting materials: ClCC#N (2-chloroacetonitrile), 14, Cl.Cl.N1=C(C=CC=C1)CN1C(=NC2=C1C=CC=C2)NC2CNCC2 (1-(2-pyridinylmethyl)-N-(3-pyrrolidinyl)-1H-benzimidazol-2-amine dihydrochloride), C([O-])([O-])=O.[Na+].[Na+] (sodium carbonate), ice water. The solvent is CN(C=O)C (N,N-dimethylformamide). Reaction conditions: time 3 hour. Product: N1=C(C=CC=C1)CN1C(=NC2=C1C=CC=C2)NC2CN(CC2)CC#N (3-[[1-(2-pyridinylmethyl)-1H-benzimidazol-2-yl]amino]-1-pyrrolidineacetonitrile), compound 133. Isolated yield 87.0%. Reaction SMILES: Cl.Cl.[N:3]1[CH:8]=[CH:7][CH:6]=[CH:5][C:4]=1[CH2:9][N:10]1[C:14]2[CH:15]=[CH:16][CH:17]=[CH:18][C:13]=2[N:12]=[C:11]1[NH:19][CH:20]1[CH2:24][CH2:23][NH:22][CH2:21]1.C(=O)([O-])[O-].[Na+].[Na+].Cl[CH2:32][C:33]#[N:34]>CN(C)C=O>[N:3]1[CH:8]=[CH:7][CH:6]=[CH:5][C:4]=1[CH2:9][N:10]1[C:14]2[CH:15]=[CH:16][CH:17]=[CH:18][C:13]=2[N:12]=[C:11]1[NH:19][CH:20]1[CH2:24][CH2:23][N:22]([CH2:32][C:33]#[N:34])[CH2:21]1 |f:0.1.2,3.4.5|. Reported procedure: To a stirred and heated (60° C.) suspension of 14 parts of 1-(2-pyridinylmethyl)-N-(3-pyrrolidinyl)-1H-benzimidazol-2-amine dihydrochloride and 9.5 parts of sodium carbonate in 113 parts of N,N-dimethylformamide were added dropwise 3.2 parts of 2-chloroacetonitrile. Upon completion, stirring was continued for 3 hours at 60° C. After cooling, the mixture was poured into ice water and the product was extracted six times with methylbenzene. The combined organic layers were washed with water, dried,... Reactants: C(C#C)Br (Propargyl bromide), C(C)OC(CN)OCC (aminoacetaldehyde diethyl acetal), C1CCOC1 (THF). Yields the product C(C)OC(CN(CC#C)CC#C)OCC (2,2-diethoxy-N,N-bis-(2-propynyl)ethylamine), C(C)OC(CNCC#C)OCC (2,2-diethoxy-N-(2-propynyl)ethylamine). Reaction SMILES: [CH2:1](Br)[C:2]#[CH:3].[CH2:5]([O:7][CH:8]([O:11][CH2:12][CH3:13])[CH2:9][NH2:10])[CH3:6].[CH2:14]1[CH2:18]OC[CH2:15]1>>[CH2:5]([O:7][CH:8]([O:11][CH2:12][CH3:13])[CH2:9][N:10]([CH2:18][C:14]#[CH:15])[CH2:1][C:2]#[CH:3])[CH3:6].[CH2:5]([O:7][CH:8]([O:11][CH2:12][CH3:13])[CH2:9][NH:10][CH2:1][C:2]#[CH:3])[CH3:6]. Procedure details: Propargyl bromide (14.7 g of 80% solution in toluene, 0.1 mol) was added to a stirred solution of aminoacetaldehyde diethyl acetal (13.3 g, 0.1 mol) in THF (200 mL). After 2 h the THF was removed and the residual oil was partitioned between ether and sodium hydroxide solution. Evaporation of the ether gave an oil which was chromatographed on silica gel to give 4.7 g of 2,2-diethoxy-N,N-bis-(2-propynyl)ethylamine and 8.1 g of 2,2-diethoxy-N-(2-propynyl)ethylamine. Starting materials: FC1=C(CN2CCN(CC2)C2=C3C(N(C(C3=CC=C2)=O)CC2=CC(=C(C=C2)OC)OC)=O)C(=CC=C1)F (4-[4-(2,6-difluoro-benzyl)-piperazin-1-yl]-2-(3,4-dimethoxy-benzyl)-isoindole-1,3-dione), C(=O)([O-])[O-].[K+].[K+] (K2CO3), CCN(C(C)C)C(C)C (DIEA), C(=O)(OC(C)(C)C)N1CCNCC1 (1-Boc-piperazine), FC1=C(CBr)C(=CC=C1)F (2,6-difluorobenzylbromide). Yields the product C(C1=CC=CC=C1)N1[C@@H](CN(C[C@@H]1C)C1=C2C(N(C(C2=CC=C1)=O)CC1=CC(=C(C=C1)OC)OC)=O)C ((3R,5S)-4-(4-benzyl-3,5-dimethyl-piperazin-1-yl)-2-(3,4-dimethoxy-benzyl)-isoindole-1,3-dione). RXN SMILES: FC1C=CC=C(F)C=1CN1CC[N:8]([C:11]2[CH:19]=[CH:18][CH:17]=[C:16]3[C:12]=2[C:13](=[O:32])[N:14]([CH2:21][C:22]2[CH:27]=[CH:26][C:25]([O:28][CH3:29])=[C:24]([O:30][CH3:31])[CH:23]=2)[C:15]3=[O:20])CC1.C(N1CCNCC1)(OC(C)(C)C)=O.F[C:52]1[CH:59]=[CH:58]C=C(F)[C:53]=1[CH2:54]Br.C([O-])([O-])=O.[K+].[K+].[CH3:67][CH2:68][N:69]([CH:73]([CH3:75])[CH3:74])[CH:70]([CH3:72])[CH3:71]>>[CH2:68]([N:69]1[C@@H:73]([CH3:75])[CH2:74][N:8]([C:11]2[CH:19]=[CH:18][CH:17]=[C:16]3[C:12]=2[C:13](=[O:32])[N:14]([CH2:21][C:22]2[CH:27]=[CH:26][C:25]([O:28][CH3:29])=[C:24]([O:30][CH3:31])[CH:23]=2)[C:15]3=[O:20])[CH2:71][C@H:70]1[CH3:72])[C:67]1[CH:58]=[CH:59][CH:52]=[CH:53][CH:54]=1 |f:3.4.5|. Procedure details: Compound 42 was prepared by the methods described in Example 1 for the synthesis of Compound 16, substituting 2,6-dimethylpiperazine (26 mg) for 1-Boc-piperazine in Example 1, Step C; and substituting benzylbromide (0.05 mL) for 2,6-difluorobenzylbromide and K2CO3 (0.09 g) for DIEA in Example1, Step D. Compound 42 was isolated as a yellow solid. 1H NMR (300 MHz, CDCl3) δ 7.51-7.87 (m, 7 H), 7.10 (d, J=8.2 Hz, 1 H), 6.91-6.94 (m, 2 H), 6.76 (d, J=8.2 Hz, 1H), 4.70 (s, 2 H), 4.62 (s, 2 H), 3.85 (s... Starting materials: FC1=C(C=C(C=C1)C1=CN=C2N1C=CC(=N2)C(F)(F)F)C2=NC=CC=C2F (3-[4-fluoro-3-(3-fluoropyridin-2-yl)phenyl]-7-trifluoromethylimidazo[1,2-α]pyrimidine), BrC1=CN=C2N1C=CC(=N2)C(C)(C)O (2-(3-bromoimidazo[1,2-α]pyrimidin-7-yl)propan-2-ol). Product: FC1=C(C=C(C=C1)C1=CN=C2N1C=CC(=N2)C(C)(C)O)C2=NC=CC=C2F (2-[3-(4-fluoro-3-(3-fluoropyridin-2-yl)phenyl)imidazo[1,2-α]pyrimidin-7-yl]propan-2-ol). RXN SMILES: [F:1][C:2]1[CH:7]=[CH:6][C:5](C2N3C=CC(C(F)(F)F)=NC3=NC=2)=[CH:4][C:3]=1[C:21]1[C:26]([F:27])=[CH:25][CH:24]=[CH:23][N:22]=1.Br[C:29]1[N:33]2[CH:34]=[CH:35][C:36]([C:38]([OH:41])([CH3:40])[CH3:39])=[N:37][C:32]2=[N:31][CH:30]=1>>[F:1][C:2]1[CH:7]=[CH:6][C:5]([C:29]2[N:33]3[CH:34]=[CH:35][C:36]([C:38]([OH:41])([CH3:40])[CH3:39])=[N:37][C:32]3=[N:31][CH:30]=2)=[CH:4][C:3]=1[C:21]1[C:26]([F:27])=[CH:25][CH:24]=[CH:23][N:22]=1. Procedure details: 4-Fluoro-3-(3-fluoropyridin-2-yl)phenylboronic acid (prepared according to Example 80) was coupled with 2-(3-bromoimidazo[1,2-α]pyrimidin-7-yl)propan-2-ol by the method of Example 78. Purification by chromatography on silica gel, eluting with dichloromethane containing 3.5% methanol, gave 2-[3-(4-fluoro-3-(3-fluoropyridin-2-yl)phenyl)imidazo[1,2-α]pyrimidin-7-yl]propan-2-ol which was converted to its hydrochloride salt by treatment with methanolic hydrogen chloride, evaporation, and crystallisat... The reactants are ClC=1C(=NC=CC1)C(=O)O (3-chloropicolinic acid), S(=O)(Cl)Cl (thionyl chloride). Solvent: C1(=CC=CC=C1)C (toluene). Conditions: temperature 120 celsius, time 20 hour. Product: ClC=1C(=NC=CC1)C(=O)Cl (3-Chloropicolinoyl chloride). RXN SMILES: [Cl:1][C:2]1[C:3]([C:8]([OH:10])=O)=[N:4][CH:5]=[CH:6][CH:7]=1.S(Cl)([Cl:13])=O>C1(C)C=CC=CC=1>[Cl:1][C:2]1[C:3]([C:8]([Cl:13])=[O:10])=[N:4][CH:5]=[CH:6][CH:7]=1. Reported procedure: To a suspension of 3-chloropicolinic acid (1.58 g, 10 mmol) in toluene (6 mL) was added an excess of thionyl chloride (9.52 g, 5.84 mL, 80.0 mmol) at room temperature under a nitrogen atmosphere. The resulting suspension was heated to 120° C. (oil bath temperature) and stirred for 20 h. Then, the solvent and excess of thionyl chloride were removed under vacuum and the residue was dissolved one more time in toluene and the solvent was removed again. The resulting residue was dried under high vacu... Starting materials: [BH3-]C#N, CC(=O)O, CO, CC1(C)OC2C(CNC3CC(CCC(=O)OCc4ccccc4)C3)OC(n3cnc4c(N)ncnc43)C2O1, [Na+], O. Product: CCN(CC1OC(n2cnc3c(N)ncnc32)C2OC(C)(C)OC12)C1CC(CCC(=O)OCc2ccccc2)C1. As a reaction SMILES: [C:39]([BH3-:40])#[N:41].[C:43]([CH3:44])([OH:45])=[O:46].[CH3:48][OH:49].[NH2:1][c:2]1[c:3]2[n:4][cH:5][n:6]([CH:11]3[O:12][CH:13]([CH2:21][NH:22][CH:23]4[CH2:24][CH:25]([CH2:27][CH2:28][C:29](=[O:30])[O:31][CH2:32][c:33]5[cH:34][cH:35][cH:36][cH:37][cH:38]5)[CH2:26]4)[CH:14]4[CH:15]3[O:16][C:17]([CH3:19])([CH3:20])[O:18]4)[c:7]2[n:8][cH:9][n:10]1.[Na+:42].[OH2:47]>>[NH2:1][c:2]1[c:3]2[n:4][cH:5][n:6]([CH:11]3[O:12][CH:13]([CH2:21][N:22]([CH:23]4[CH2:24][CH:25]([CH2:27][CH2:28][C:29](=[O:30])[O:31][CH2:32][c:33]5[cH:34][cH:35][cH:36][cH:37][cH:38]5)[CH2:26]4)[CH2:43][CH3:44])[CH:14]4[CH:15]3[O:16][C:17]([CH3:19])([CH3:20])[O:18]4)[c:7]2[n:8][cH:9][n:10]1. Starting materials: C([O-])([O-])=O.[Cs+].[Cs+] (caesium carbonate), C1(=CC=CC=C1)P(C1=C(C2=CC=CC=C2C=C1)C1=C(C=CC2=CC=CC=C12)P(C1=CC=CC=C1)C1=CC=CC=C1)C1=CC=CC=C1 ((±)-2,2′-bis(diphenylphosphino)-1,1′-binaphthyl), C(C1=CC=CC=C1)(C1=CC=CC=C1)=N (benzophenoneimine), NC1=C(C(=O)OC)C=C(C=C1)C(=O)C1=NC(=C2N1C=CC=C2)Br (methyl 2-amino-5-[(1-bromoimidazo[1,5-a]pyridin-3-yl)carbonyl]benzoate). The reagents and catalysts are C=1C=CC(=CC1)/C=C/C(=O)/C=C/C2=CC=CC=C2.C=1C=CC(=CC1)/C=C/C(=O)/C=C/C2=CC=CC=C2.C=1C=CC(=CC1)/C=C/C(=O)/C=C/C2=CC=CC=C2.[Pd].[Pd] (tris(dibenzylideneacetone)dipalladium(0)). Solvent: CN(C=O)C (N,N-dimethylformamide). Conditions: temperature 110 celsius. Yields the product NC1=C(C(=O)OC)C=C(C=C1)C(=O)C1=NC(=C2N1C=CC=C2)N=C(C2=CC=CC=C2)C2=CC=CC=C2 (Methyl 2-amino-5-({1-[(diphenylmethylene)amino]imidazo[1,5-a]pyridin-3-yl}carbonyl)benzoate). RXN SMILES: C(=O)([O-])[O-].[Cs+].[Cs+].C1(P(C2C=CC=CC=2)C2C=CC3C(=CC=CC=3)C=2C2C3C(=CC=CC=3)C=CC=2P(C2C=CC=CC=2)C2C=CC=CC=2)C=CC=CC=1.[C:53](=[NH:66])([C:60]1[CH:65]=[CH:64][CH:63]=[CH:62][CH:61]=1)[C:54]1[CH:59]=[CH:58][CH:57]=[CH:56][CH:55]=1.[NH2:67][C:68]1[CH:77]=[CH:76][C:75]([C:78]([C:80]2[N:84]3[CH:85]=[CH:86][CH:87]=[CH:88][C:83]3=[C:82](Br)[N:81]=2)=[O:79])=[CH:74][C:69]=1[C:70]([O:72][CH3:73])=[O:71]>CN(C)C=O.C1C=CC(/C=C/C(/C=C/C2C=CC=CC=2)=O)=CC=1.C1C=CC(/C=C/C(/C=C/C2C=CC=CC=2)=O)=CC=1.C1C=CC(/C=C/C(/C=C/C2C=CC=CC=2)=O)=CC=1.[Pd].[Pd]>[NH2:67][C:68]1[CH:77]=[CH:76][C:75]([C:78]([C:80]2[N:84]3[CH:85]=[CH:86][CH:87]=[CH:88][C:83]3=[C:82]([N:66]=[C:53]([C:60]3[CH:61]=[CH:62][CH:63]=[CH:64][CH:65]=3)[C:54]3[CH:59]=[CH:58][CH:57]=[CH:56][CH:55]=3)[N:81]=2)=[O:79])=[CH:74][C:69]=1[C:70]([O:72][CH3:73])=[O:71] |f:0.1.2,7.8.9.10.11|. Procedure: 3.83 g (11.75 mmol) of caesium carbonate, 0.73 g (1.18 mmol) of (±)-2,2′-bis(diphenylphosphino)-1,1′-binaphthyl [Binap], 4.93 ml (29.4 mmol) of benzophenoneimine and 0.54 mg (0.59 mmol) of tris(dibenzylideneacetone)dipalladium(0) [Pd2(dba)3] are added to the solution of 2.20 g (5.88 mmol) of methyl 2-amino-5-[(1-bromoimidazo[1,5-a]pyridin-3-yl)carbonyl]benzoate (described in Patent Application WO2006097625) in 35 ml of anhydrous N,N-dimethylformamide under argon, and the mixture is then heated a... Starting materials: NC=1SC=CN1 (2-aminothiazole), [N+](=O)([O-])C1=CC=C(C=C1)C1=CC=C(C=C1)S(=O)(=O)Cl (4′-Nitro-biphenyl-4-sulfonyl chloride), ice water. Solvent: N1=CC=CC=C1 (pyridine). Conditions: time 72 hour. Yields the product S1C(=NC=C1)NS(=O)(=O)C1=CC=C(C=C1)C1=CC=C(C=C1)[N+](=O)[O-] (4′-Nitro-biphenyl-4-sulfonic acid thiazol-2-ylamide). Yield: 51.9%. As a reaction SMILES: [N+:1]([C:4]1[CH:9]=[CH:8][C:7]([C:10]2[CH:15]=[CH:14][C:13]([S:16](Cl)(=[O:18])=[O:17])=[CH:12][CH:11]=2)=[CH:6][CH:5]=1)([O-:3])=[O:2].[NH2:20][C:21]1[S:22][CH:23]=[CH:24][N:25]=1>N1C=CC=CC=1>[S:22]1[CH:23]=[CH:24][N:25]=[C:21]1[NH:20][S:16]([C:13]1[CH:14]=[CH:15][C:10]([C:7]2[CH:8]=[CH:9][C:4]([N+:1]([O-:3])=[O:2])=[CH:5][CH:6]=2)=[CH:11][CH:12]=1)(=[O:18])=[O:17]. Procedure details: To 4′-Nitro-biphenyl-4-sulfonyl chloride (1.0 g, 3.2 mmol), dissolved in pyridine (5.0 ml) was added 2-aminothiazole (1.6 g, 16.0 mmol) and the mixture was stirred at rt for 72 h. Pouring the reaction mixture into ice-water gave a precipitate that was filtered and dried to obtain 4′-Nitro-biphenyl-4-sulfonic acid thiazol-2-ylamide (0.6 g, 53%). LC/MS (10-99% CH3CN), M/Z: M+1 obs=362.2; tR=2.95 min. The reactants are P(Cl)(Cl)Cl (phosphorus trichloride), C(C#C)O (propargyl alcohol), COC1=C(C(=C(C(=C1)C)C=CC(=CC=CC(=CC(=O)O)C)C)C)C (9-(4-methoxy-2,3,6-trimethyl-phenyl)-3,7-dimethyl-nona-2,4,6,8-tetraen-1-oic acid), N1=CC=CC=C1 (pyridine). Run in O1CCCC1 (tetrahydrofuran), O (water). Reaction conditions: time 2 hour. Product: C(C#C)OC(C=C(C=CC=C(C=CC1=C(C(=C(C=C1C)OC)C)C)C)C)=O (9-(4-methoxy-2,3,6-trimethyl-phenyl)-3,7-dimethyl-nona-2,4,6,8-tetraen-1-oic acid propargyl ester). Reaction SMILES: [CH3:1][O:2][C:3]1[CH:8]=[C:7]([CH3:9])[C:6]([CH:10]=[CH:11][C:12]([CH3:22])=[CH:13][CH:14]=[CH:15][C:16]([CH3:21])=[CH:17][C:18]([OH:20])=[O:19])=[C:5]([CH3:23])[C:4]=1[CH3:24].P(Cl)(Cl)Cl.N1C=C[CH:32]=[CH:31][CH:30]=1.C(O)C#C>O1CCCC1.O>[CH2:32]([O:19][C:18](=[O:20])[CH:17]=[C:16]([CH3:21])[CH:15]=[CH:14][CH:13]=[C:12]([CH3:22])[CH:11]=[CH:10][C:6]1[C:7]([CH3:9])=[CH:8][C:3]([O:2][CH3:1])=[C:4]([CH3:24])[C:5]=1[CH3:23])[C:31]#[CH:30]. Procedure details: 20 g of 9-(4-methoxy-2,3,6-trimethyl-phenyl)-3,7-dimethyl-nona-2,4,6,8-tetraen-1-oic acid are dissolved in 200 ml of tetrahydrofuran. After the addition of 5.5 ml of phosphorus trichloride, the solution is stirred for 2 hours at room temperature, cooled to 0° C. and treated firstly with 50 ml of pyridine and then dropwise at 0°-5° C. with 50 ml of propargyl alcohol. The mixture is stirred for 2 hours at room temperature and then diluted with water. The organic phase is washed successively with w...